This data is from the Open Reaction Database (ORD), a public repository of structured organic reaction records. The task is: describe an organic reaction: reactants, conditions, products, and yield Starting materials: FC=1C=CC2=C(C(CC3=C(S2)C=CC(=C3)C)=O)C1 (8-fluoro-10,11-dihydro-2-methyl-dibenzo[b,f]thiepin-10-one), [Cl-].[Ca+2].[Cl-] (calcium chloride), Cl (hydrochloric acid). The solvent is C1=CC=CC=C1 (benzene). Conditions: time 8 hour. Product: ClC1CC2=C(SC3=C1C=C(C=C3)F)C=CC(=C2)C (10-chloro-8-fluoro-10,11dihydro-2-methyl-dibenzo[b,f]-thiepin). Reaction SMILES: [F:1][C:2]1[CH:3]=[CH:4][C:5]2[S:11][C:10]3[CH:12]=[CH:13][C:14]([CH3:16])=[CH:15][C:9]=3[CH2:8][C:7](=O)[C:6]=2[CH:18]=1.[Cl-:19].[Ca+2].[Cl-].Cl>C1C=CC=CC=1>[Cl:19][CH:7]1[C:6]2[CH:18]=[C:2]([F:1])[CH:3]=[CH:4][C:5]=2[S:11][C:10]2[CH:12]=[CH:13][C:14]([CH3:16])=[CH:15][C:9]=2[CH2:8]1 |f:1.2.3|. Procedure details: 103 G. of 8-fluoro-10,11-dihydro-2-methyl-dibenzo[b,f]thiepin-10-one, 500 ml. of benzene and 38.4 g. of finely pulverized calcium chloride are saturated with hydrochloric acid gas at 15° and stirred overnight. The residue is filtered, washed with benzene and evaporated under reduced pressure, whereby there is obtained 10-chloro-8-fluoro-10,11dihydro-2-methyl-dibenzo[b,f]-thiepin, having a melting point of 63°-64°. Starting materials: Brc1ccc(I)cn1, CCOC(C)=O, CC(C)(C)[O-], Cc1ccccc1, Cc1ccc(N)c(C(=O)OC(C)(C)C)c1, [Na+], O=C(C=Cc1ccccc1)C=Cc1ccccc1, O=C(C=Cc1ccccc1)C=Cc1ccccc1, O=C(C=Cc1ccccc1)C=Cc1ccccc1, O, [Pd], [Pd], c1ccc(P(c2ccccc2)c2ccc3ccccc3c2-c2c(P(c3ccccc3)c3ccccc3)ccc3ccccc23)cc1. The product is Cc1ccc(Nc2ccc(Br)nc2)c(C(=O)OC(C)(C)C)c1. As a reaction SMILES: [Br:16][c:17]1[n:18][cH:19][c:20]([I:23])[cH:21][cH:22]1.[CH3:139][CH2:140][O:141][C:142](=[O:143])[CH3:144].[CH3:70][C:71]([CH3:72])([O-:73])[CH3:74].[CH3:76][c:77]1[cH:78][cH:79][cH:80][cH:81][cH:82]1.[NH2:1][c:2]1[c:3]([C:4](=[O:5])[O:6][C:7]([CH3:8])([CH3:9])[CH3:10])[cH:11][c:12]([CH3:15])[cH:13][cH:14]1.[Na+:75].[O:103]=[C:104]([CH:105]=[CH:106][c:107]1[cH:108][cH:109][cH:110][cH:111][cH:112]1)[CH:113]=[CH:114][c:115]1[cH:116][cH:117][cH:118][cH:119][cH:120]1.[O:121]=[C:122]([CH:123]=[CH:124][c:125]1[cH:126][cH:127][cH:128][cH:129][cH:130]1)[CH:131]=[CH:132][c:133]1[cH:134][cH:135][cH:136][cH:137][cH:138]1.[O:85]=[C:86]([CH:87]=[CH:88][c:89]1[cH:90][cH:91][cH:92][cH:93][cH:94]1)[CH:95]=[CH:96][c:97]1[cH:98][cH:99][cH:100][cH:101][cH:102]1.[OH2:145].[Pd:83].[Pd:84].[cH:24]1[cH:25][cH:26][c:27]([P:28]([c:29]2[cH:30][cH:31][c:32]3[c:33]([cH:34][cH:35][cH:36][cH:37]3)[c:38]2-[c:39]2[c:40]3[c:41]([cH:42][cH:43][cH:44][cH:45]3)[cH:46][cH:47][c:48]2[P:49]([c:50]2[cH:51][cH:52][cH:53][cH:54][cH:55]2)[c:56]2[cH:57][cH:58][cH:59][cH:60][cH:61]2)[c:62]2[cH:63][cH:64][cH:65][cH:66][cH:67]2)[cH:68][cH:69]1>>[NH:1]([c:2]1[c:3]([C:4](=[O:5])[O:6][C:7]([CH3:8])([CH3:9])[CH3:10])[cH:11][c:12]([CH3:15])[cH:13][cH:14]1)[c:20]1[cH:19][n:18][c:17]([Br:16])[cH:22][cH:21]1. Starting materials: ClCl (chlorine), ClCl (chlorine), ClC1=C(C(=C(C(=C1O)Cl)Cl)O)Cl (tetrachlorohydroquinone), ClCl (chlorine). Product: C1(=C(C(=O)C(=C(C1=O)Cl)Cl)Cl)Cl (chloranil). As a reaction SMILES: ClCl.[Cl:3][C:4]1[C:9]([OH:10])=[C:8]([Cl:11])[C:7]([Cl:12])=[C:6]([OH:13])[C:5]=1[Cl:14]>>[C:4]1([Cl:3])[C:9](=[O:10])[C:8]([Cl:11])=[C:7]([Cl:12])[C:6](=[O:13])[C:5]=1[Cl:14]. Procedure: After 146 parts (2.1 mol) of chlorine gas have been introduced over a period of 7.5 hours, a thick, light beige-colored suspension composed predominantly of tetrachlorohydroquinone, is obtained at the temperature level of 95° C. 21 parts of chlorine were found in the off-gas. After a further 84 parts (1.2 mol) of chlorine gas have been introduced over a period of a further 8 hours, a thin, light yellow suspension is obtained at the temperature level of 105° C., from which 106.4 parts of chlorani... Starting materials: ClC1=NC=CC(=N1)Cl (2,4-dichloropyrimidine), ethyl acetate hexanes, C(#N)C1=C(C(=O)C(=C(C1=O)Cl)Cl)C#N (DDQ), ClC1=CC(=CC=C1)F (1-chloro-3-fluorobenzene), [Li]CCCC (nBuLi). Run in hexanes, C1CCOC1 (THF), C(C)(=O)OCC (ethyl acetate), O (water), C(C)(=O)OCC (ethyl acetate), C(C)(=O)O (acetic acid), C1CCOC1 (THF). Conditions: time 15 minute. Yields the product ClC1=NC(=CC(=N1)Cl)C1=C(C=CC=C1F)Cl (2,4-dichloro-6-(2-chloro-6-fluorophenyl)pyrimidine). The yield is 20.2%. Reaction SMILES: [Cl:1][C:2]1[CH:7]=[CH:6][CH:5]=[C:4]([F:8])[CH:3]=1.[Li]CCCC.[Cl:14][C:15]1[N:20]=[C:19]([Cl:21])[CH:18]=[CH:17][N:16]=1.C(C1C(=O)C(Cl)=C(Cl)C(=O)C=1C#N)#N>C1COCC1.O.C(OCC)(=O)C.C(O)(=O)C>[Cl:14][C:15]1[N:20]=[C:19]([Cl:21])[CH:18]=[C:17]([C:3]2[C:4]([F:8])=[CH:5][CH:6]=[CH:7][C:2]=2[Cl:1])[N:16]=1. Procedure: To a −78° C. solution of 5 mmol of 1-chloro-3-fluorobenzene in 10 mL of dry THF was added 5 mmol (2 mL, 2.5M) nBuLi. After 15 min added 2 mL dry THF solution of 5 mmol of 2,4-dichloropyrimidine. The solution was allowed to come to room temperature. The starting material had disappeared by TLC analysis. The reaction mixture was poured into a biphasic mixture of 0.1% acetic acid in water and ethyl acetate. The organic layer was separated and cooled in an ice bath. To the cooled ethyl acetate solut... The reactants are C1CCOC1, CCCCCCCn1c(=O)c(C(=O)OCC)c(OC)c2ccccc21, [Li]C, [Cu]I. The product is CCCCCCCn1c(=O)c(C(C)=O)c(OC)c2ccccc21. Reaction SMILES: [CH2:28]1[O:29][CH2:30][CH2:31][CH2:32]1.[CH2:3]([CH2:4][CH2:5][CH2:6][CH2:7][CH2:8][CH3:9])[n:10]1[c:11](=[O:27])[c:12]([C:22]([O:24][CH2:23][CH3:25])=[O:26])[c:13]([O:20][CH3:21])[c:14]2[cH:15][cH:16][cH:17][cH:18][c:19]12.[CH3:1][Li:2].[Cu:33][I:34]>>[CH3:1][C:22]([c:12]1[c:11](=[O:27])[n:10]([CH2:3][CH2:4][CH2:5][CH2:6][CH2:7][CH2:8][CH3:9])[c:19]2[c:14]([c:13]1[O:20][CH3:21])[cH:15][cH:16][cH:17][cH:18]2)=[O:24]. The reactants are OC1CCNCC1 (4-hydroxypiperidine), O=C1CCN(CC1)C(=O)OCC (ethyl 4-oxopiperidine-1-carboxylate), solution, [C-]#N.C(C)[Al+]CC (diethylaluminum cyanide). The reagents and catalysts are CC([O-])C.[Ti+4].CC([O-])C.CC([O-])C.CC([O-])C (titanium isopropoxide). Solvent: ClCCCl (1,2-dichloroethane), CCOC(=O)C (EtOAc). Reaction conditions: time 18 hour. The product is C(#N)C1(CCN(CC1)C(=O)OCC)N1CCC(CC1)O (ethyl 4-cyano-4-(4-hydroxy-1-piperidyl)piperidine-1-carboxylate). Isolated yield 87.1%. RXN SMILES: [OH:1][CH:2]1[CH2:7][CH2:6][NH:5][CH2:4][CH2:3]1.O=[C:9]1[CH2:14][CH2:13][N:12]([C:15]([O:17][CH2:18][CH3:19])=[O:16])[CH2:11][CH2:10]1.[C-:20]#[N:21].C([Al+]CC)C>ClCCCl.CCOC(C)=O.CC(C)[O-].[Ti+4].CC(C)[O-].CC(C)[O-].CC(C)[O-]>[C:20]([C:9]1([N:5]2[CH2:6][CH2:7][CH:2]([OH:1])[CH2:3][CH2:4]2)[CH2:14][CH2:13][N:12]([C:15]([O:17][CH2:18][CH3:19])=[O:16])[CH2:11][CH2:10]1)#[N:21] |f:2.3,6.7.8.9.10|. Procedure: To a stirred solution of 4-hydroxypiperidine (1.01 g, 10.0 mmol) and ethyl 4-oxopiperidine-1-carboxylate (1.71 g, 10.0 mmol) in 1,2-dichloroethane (25 mL) was added titanium isopropoxide (2.3 mL, 11.0 mmol), and the mixture was stirred at room temperature for 18 h. Then a 1.0 M solution of diethylaluminum cyanide (24.0 mL, 24.0 mmol) was added at room temperature, stirred for 24 h, and diluted with EtOAc. The reaction was quenched at 0° C. with saturated NaHCO3 (10 mL) and the mixture was furthe... Starting materials: C(O)([O-])=O.[Na+] (sodium hydrogen carbonate), Cl.C(N)(=N)C1=CC=C(C=C1)O (4-Amidinophenol hydrochloride), ice water, [N+](=O)(O)[O-] (nitric acid). Solvent: S(O)(O)(=O)=O (sulfuric acid). Conditions: time 1 hour. The product is Cl.C(N)(=N)C1=CC(=C(C=C1)O)[N+](=O)[O-] (4-amidino-2-nitrophenol hydrochloride). As a reaction SMILES: [ClH:1].[C:2]([C:5]1[CH:10]=[CH:9][C:8]([OH:11])=[CH:7][CH:6]=1)(=[NH:4])[NH2:3].[N+:12]([O-])([OH:14])=[O:13].C(=O)([O-])O.[Na+]>S(=O)(=O)(O)O>[ClH:1].[C:2]([C:5]1[CH:10]=[CH:9][C:8]([OH:11])=[C:7]([N+:12]([O-:14])=[O:13])[CH:6]=1)(=[NH:3])[NH2:4] |f:0.1,3.4,6.7|. Procedure: 4-Amidinophenol hydrochloride (1.0 g, 5.8 mmol) was dissolved in concentrated sulfuric acid (2.5 mL), and concentrated nitric acid (0.38 mL) was added at −15° C. The reaction mixture was stirred for 1 hour while maintaining the temperature of the reaction mixture at −15° C. to −2° C., and slowly added to ice water. The mixture was neutralized by slowly adding sodium hydrogen carbonate, and the precipitated orange solid was collected by filtration. The solid was washed with water and acetone, and...